From a dataset of the Open Reaction Database (ORD), a public repository of structured organic reaction records. describe an organic reaction: reactants, conditions, products, and yield Starting materials: CC1=C(O)C=CC=C1O (2-methylresorcinol), Cl (HCl), C1(C=2C(C(=O)O1)=CC=CC2)=O (phthalic anhydride), [Cl-].[Al+3].[Cl-].[Cl-] (aluminum(III) chloride). Solvent: [N+](=O)([O-])C1=CC=CC=C1 (nitrobenzene), hexanes. Run at temperature 0 celsius, time 16 hour. Product: C1=CC=C(C=C1)C(=O)C2=C(C=C(C=C2)O)O (benzophenone 1). The yield is 98.8%. RXN SMILES: C[C:2]1[C:8]([OH:9])=[CH:7][CH:6]=[CH:5][C:3]=1[OH:4].C1(=O)O[C:13](=[O:14])[C:12]2=[CH:16][CH:17]=[CH:18][CH:19]=[C:11]12.[Cl-].[Al+3].[Cl-].[Cl-].Cl>[N+](C1C=CC=CC=1)([O-])=O>[CH:18]1[CH:17]=[CH:16][C:12]([C:13]([C:7]2[CH:6]=[CH:5][C:3]([OH:4])=[CH:2][C:8]=2[OH:9])=[O:14])=[CH:11][CH:19]=1 |f:2.3.4.5|. Procedure details: Under an argon atmosphere, 2-methylresorcinol (10.0 g, 80.6 mmol) and phthalic anhydride (11.2 g, 75.6 mmol) were combined in dry nitrobenzene (250 mL). The mixture was cooled to 0° C. and aluminum(III) chloride (23.5 g, 176 mmol) was added in one portion. The resulting dark olive slurry was allowed to warm to room temperature and stirred for an additional 16 h under argon. The reaction was poured into a vigorously stirring mixture of hexanes (300 mL) and 1 M HCl (1 L). The precipitate was filte...